From a dataset of the Open Reaction Database (ORD), a public repository of structured organic reaction records. describe an organic reaction: reactants, conditions, products, and yield The reactants are C(C)N1C=C(C(C2=CC=C(C=C12)I)=O)C(=O)OCC (ethyl 1-ethyl-7-iodo-4-oxo-1,4-dihydro-quinoline-3-carboxylate), Cl (hydrochloric acid), O (water), O.[OH-].[Li+] (lithium hydroxide monohydrate). The solvent is C(C)O (ethanol). Run at time 3 hour. The product is C(C)N1C=C(C(C2=CC=C(C=C12)I)=O)C(=O)O (1-ethyl-7-iodo-4-oxo-1,4-dihydro-quinoline-3-carboxylic acid). The yield is 94.7%. RXN SMILES: [CH2:1]([N:3]1[C:12]2[C:7](=[CH:8][CH:9]=[C:10]([I:13])[CH:11]=2)[C:6](=[O:14])[C:5]([C:15]([O:17]CC)=[O:16])=[CH:4]1)[CH3:2].O.O.[OH-].[Li+].Cl>C(O)C>[CH2:1]([N:3]1[C:12]2[C:7](=[CH:8][CH:9]=[C:10]([I:13])[CH:11]=2)[C:6](=[O:14])[C:5]([C:15]([OH:17])=[O:16])=[CH:4]1)[CH3:2] |f:2.3.4|. Reported procedure: A suspension of 2.4 g of ethyl 1-ethyl-7-iodo-4-oxo-1,4-dihydro-quinoline-3-carboxylate (Example 13 g)) in 20 ml of ethanol and 6 ml of water is treated at 0° with 325 mg of lithium hydroxide monohydrate. After 3 hrs. the reaction mixture is acidified with 25% aqueous hydrochloric acid. The precipitated substance is filtered off under suction, washed with 20 ml of water, 20 ml of ethanol and 20 ml of ether and dried. 2.1 g (94%) of 1-ethyl-7-iodo-4-oxo-1,4-dihydro-quinoline-3-carboxylic acid are... Starting materials: C(#N)CC(=O)Cl (cyanoacetyl chloride), C(C)OC(=O)C1=C(SC=C1C=CC1=CC=CC=C1)N (2-Amino-4-styryl-thiophene-3-carboxylic acid ethyl ester), C(#N)CC(=O)Cl (cyanoacetyl chloride). Run in CCOC(=O)C (EtOAc), C(Cl)Cl (CH2Cl2). Conditions: time 1 hour. Yields the product C(C)OC(=O)C1=C(SC=C1C=CC1=CC=CC=C1)NC(CC#N)=O (2-(2-cyano-acetylamino)-4-styryl-thiophene-3-carboxylic acid ethyl ester). As a reaction SMILES: [CH2:1]([O:3][C:4]([C:6]1[C:10]([CH:11]=[CH:12][C:13]2[CH:18]=[CH:17][CH:16]=[CH:15][CH:14]=2)=[CH:9][S:8][C:7]=1[NH2:19])=[O:5])[CH3:2].[C:20]([CH2:22][C:23](Cl)=[O:24])#[N:21]>C(Cl)Cl.CCOC(C)=O>[CH2:1]([O:3][C:4]([C:6]1[C:10]([CH:11]=[CH:12][C:13]2[CH:18]=[CH:17][CH:16]=[CH:15][CH:14]=2)=[CH:9][S:8][C:7]=1[NH:19][C:23](=[O:24])[CH2:22][C:20]#[N:21])=[O:5])[CH3:2]. Procedure details: 2-Amino-4-styryl-thiophene-3-carboxylic acid ethyl ester (0.1298 g, 0.475 mmol) S was dissolved in anhydrous CH2Cl2 (2.0 mL). This was treated with cyanoacetyl chloride (0.713 mL, 0.713 mmol, 1 M in CH2Cl2) and stirred at room temperature for 1 hr. More cyanoacetyl chloride (0.238 mL, 0.238 mmol) was added and stirring was continued at room temperature for 1 hr then refluxed for 30 min. The reaction was diluted with EtOAc (25 mL). This was washed with sat. NaHCO3 (1×25 mL), H2O (1×25 mL), and br...